describe an organic reaction: reactants, conditions, products, and yield From a dataset of the Open Reaction Database (ORD), a public repository of structured organic reaction records. The reactants are BrCc1cccnc1, Br, Cc1ccc(C(=O)c2c[nH]c3cc4c(cc3c2=O)OCCO4)cc1C, CN(C)C=O, [H-], [Na+]. The product is Cc1ccc(C(=O)c2cn(Cc3cccnc3)c3cc4c(cc3c2=O)OCCO4)cc1C. Reaction SMILES: [Br:29][CH2:30][c:31]1[cH:32][n:33][cH:34][cH:35][cH:36]1.[BrH:28].[CH3:1][c:2]1[cH:3][c:4]([C:5](=[O:6])[c:7]2[cH:8][nH:9][c:10]3[cH:11][c:12]4[c:13]([cH:14][c:15]3[c:16]2=[O:17])[O:18][CH2:19][CH2:20][O:21]4)[cH:22][cH:23][c:24]1[CH3:25].[CH3:37][N:38]([CH3:39])[CH:40]=[O:41].[H-:26].[Na+:27]>>[CH3:1][c:2]1[cH:3][c:4]([C:5](=[O:6])[c:7]2[cH:8][n:9]([CH2:30][c:31]3[cH:32][n:33][cH:34][cH:35][cH:36]3)[c:10]3[cH:11][c:12]4[c:13]([cH:14][c:15]3[c:16]2=[O:17])[O:18][CH2:19][CH2:20][O:21]4)[cH:22][cH:23][c:24]1[CH3:25]. Starting materials: FC=1C=CC2=C(N3C(CO2)C(C=N3)C3=CC=CC=C3)C1.CCC(=O)[O-] (8-Fluoro-3-phenyl-3a,4-dihydro-3H-pyrazolo(5,1-c)(1,4)benzoxazine 2-ethylcarboxylate), Cl.CNOC (N-methylmethoxyamine hydrochloride), C[Al](C)C (trimethylaluminum), C1(=CC=CC=C1)C (PhMe). Run in ClCCl (dichloromethane), ClCCl (dichloromethane). Reaction conditions: time 20 minute. Product: FC=1C=CC2=C(N3C(CO2)C(C(=N3)C(=O)N(C)OC)C3=CC=CC=C3)C1 (8-Fluoro-N-methoxy-N-methyl-3-phenyl-3a,4-dihydro-3H-pyrazolo[5,1-c][1,4]-benzoxazine-2-carboxamide). As a reaction SMILES: Cl.[CH3:2][NH:3][O:4][CH3:5].C[Al](C)C.[F:10][C:11]1[CH:12]=[CH:13][C:14]2[O:19][CH2:18][CH:17]3[CH:20](C4C=CC=CC=4)[CH:21]=[N:22][N:16]3[C:15]=2[CH:29]=1.CCC([O-])=[O:33].[C:35]1([CH3:41])[CH:40]=[CH:39][CH:38]=[CH:37][CH:36]=1>ClCCl>[F:10][C:11]1[CH:12]=[CH:13][C:14]2[O:19][CH2:18][CH:17]3[CH:41]([C:35]4[CH:40]=[CH:39][CH:38]=[CH:37][CH:36]=4)[C:21]([C:20]([N:3]([O:4][CH3:5])[CH3:2])=[O:33])=[N:22][N:16]3[C:15]=2[CH:29]=1 |f:0.1,3.4|. Procedure: A suspension of N-methylmethoxyamine hydrochloride (0.048 g, 0.485 mmol) in dichloromethane (6 mL) at 0° C. was treated with a solution of trimethylaluminum (0.48 mL of a 2.0 M soln in PhMe, 0.971 mmol) and stirred for 20 min. A solution of racemic ester (1-6) (0.150 g, 0.441 mmol) in dichloromethane (2 mL) was added. After stirring for 48 h, the reaction was quenched by the addition of satd. aq. NH4Cl and extracted with EtOAc (2×50 mL). The organic solution was dried over MgSO4, filtered, and c... Starting materials: COCCN, CC(C)O, O=C(O)c1ccc(Cl)nc1. Yields the product COCCNc1ccc(C(=O)O)cn1. As a reaction SMILES: [CH3:11][O:12][CH2:13][CH2:14][NH2:15].[CH:16]([OH:17])([CH3:18])[CH3:19].[Cl:1][c:2]1[n:3][cH:4][c:5]([C:6](=[O:7])[OH:8])[cH:9][cH:10]1>>[c:2]1([NH:15][CH2:14][CH2:13][O:12][CH3:11])[n:3][cH:4][c:5]([C:6](=[O:7])[OH:8])[cH:9][cH:10]1.